This data is from the Open Reaction Database (ORD), a public repository of structured organic reaction records. The task is: describe an organic reaction: reactants, conditions, products, and yield Procedure: Using methyl 2-(3-hydroxycyclohexyloxymethyl)-6-methylbenzoate and 2-(3-bromophenyl)-4-iodomethyl-5-methyloxazole as starting materials in the procedure of Example XXXI, gave the product 51 of molecular weight 514.42, (C26H28BrNO5), MS(ESI): 514.30, 516.30 (M+H+). Yields the product BrC=1C=C(C=CC1)C=1OC(=C(N1)COC1CC(CCC1)OCC1=C(C(=O)O)C(=CC=C1)C)C (2-{3-[2-(3-Bromophenyl)-5-methyloxazol-4-ylmethoxy]cyclohexyloxymethyl}-6-methylbenzoic acid). RXN SMILES: [OH:1][CH:2]1[CH2:7][CH2:6][CH2:5][CH:4]([O:8][CH2:9][C:10]2[CH:19]=[CH:18][CH:17]=[C:16]([CH3:20])[C:11]=2[C:12]([O:14]C)=[O:13])[CH2:3]1.[Br:21][C:22]1[CH:23]=[C:24]([C:28]2[O:29][C:30]([CH3:35])=[C:31]([CH2:33]I)[N:32]=2)[CH:25]=[CH:26][CH:27]=1>>[Br:21][C:22]1[CH:23]=[C:24]([C:28]2[O:29][C:30]([CH3:35])=[C:31]([CH2:33][O:1][CH:2]3[CH2:7][CH2:6][CH2:5][CH:4]([O:8][CH2:9][C:10]4[CH:19]=[CH:18][CH:17]=[C:16]([CH3:20])[C:11]=4[C:12]([OH:14])=[O:13])[CH2:3]3)[N:32]=2)[CH:25]=[CH:26][CH:27]=1. Starting materials: OC1CC(CCC1)OCC1=C(C(=O)OC)C(=CC=C1)C (methyl 2-(3-hydroxycyclohexyloxymethyl)-6-methylbenzoate), BrC=1C=C(C=CC1)C=1OC(=C(N1)CI)C (2-(3-bromophenyl)-4-iodomethyl-5-methyloxazole). Starting materials: BrCC(=O)C1=CC=C(C=C1)Cl (2-bromo-1-(4-chlorophenyl)-1-ethanone), C(O)([O-])=O.[Na+] (sodium hydrogen carbonate), NC1=NC=C(C=C1Br)Cl (2-amino-3-bromo-5-chloropyridine). The solvent is C(C)O (ethanol). Run at time 6 hour. The product is BrC=1C=2N(C=C(C1)Cl)C=C(N2)C2=CC=C(C=C2)Cl (8-Bromo-6-chloro-2-(4-chlorophenyl)imidazo[1,2-a]-pyridine). RXN SMILES: [NH2:1][C:2]1[C:7]([Br:8])=[CH:6][C:5]([Cl:9])=[CH:4][N:3]=1.Br[CH2:11][C:12]([C:14]1[CH:19]=[CH:18][C:17]([Cl:20])=[CH:16][CH:15]=1)=O.C(=O)([O-])O.[Na+]>C(O)C>[Br:8][C:7]1[C:2]2[N:3]([CH:11]=[C:12]([C:14]3[CH:19]=[CH:18][C:17]([Cl:20])=[CH:16][CH:15]=3)[N:1]=2)[CH:4]=[C:5]([Cl:9])[CH:6]=1 |f:2.3|. Procedure: 17 g (82 mmol) of 2-amino-3-bromo-5-chloropyridine dissolved in 150 ml of ethanol are reacted with 29 g of 2-bromo-1-(4-chlorophenyl)-1-ethanone and 14 g of sodium hydrogen carbonate. The mixture is brought to the refluxing temperature for 6 h and cooled. The precipitate is filtered off and rinsed with CH2Cl2, and the filtrate is concentrated under reduced pressure. After recrystallization of the evaporation residue in ethyl acetate, the compound melts at 178° C.